Dataset: the Open Reaction Database (ORD), a public repository of structured organic reaction records. Task: describe an organic reaction: reactants, conditions, products, and yield Reactants: ClC1=C(CCl)C=CC=C1 (2-chlorobenzyl chloride), OCC(=O)NC1=CC=CC=C1 (2-Hydroxyacetanilide), CO (methanol), [OH-].[Na+] (sodium hydroxide). Run in O (water), O (water). Conditions: time 2 hour. Product: ClC1=C(COCC(=O)NC2=CC=CC=C2)C=CC=C1 (2-(2-chlorobenzyloxy)acetanilide). As a reaction SMILES: [OH:1][CH2:2][C:3]([NH:5][C:6]1[CH:11]=[CH:10][CH:9]=[CH:8][CH:7]=1)=[O:4].CO.[OH-].[Na+].[Cl:16][C:17]1[CH:24]=[CH:23][CH:22]=[CH:21][C:18]=1[CH2:19]Cl>O>[Cl:16][C:17]1[CH:24]=[CH:23][CH:22]=[CH:21][C:18]=1[CH2:19][O:1][CH2:2][C:3]([NH:5][C:6]1[CH:11]=[CH:10][CH:9]=[CH:8][CH:7]=1)=[O:4] |f:2.3|. Reported procedure: 2-Hydroxyacetanilide (15.1 parts) is added to methanol (60 parts). Into this mixture is further added a solution of sodium hydroxide (4.8 parts) in water (14 parts). The resulting mixture is kept at 0° to 5° C. and add dropwise 2-chlorobenzyl chloride (18.3 parts) within 30 minutes, and the reaction is continued for 2 hours at 0° to 5° C., for additional 6 hours at 30° to 40° C. and further for additional 2 hours at 65° C. After completion of the reaction, the reaction mixture is poured into col... Starting materials: Fc1cc(F)nc(F)c1, O=[N+]([O-])O, O=S(=O)(O)O. Product: O=[N+]([O-])c1c(F)cc(F)nc1F. RXN SMILES: [F:1][c:2]1[n:3][c:4]([F:9])[cH:5][c:6]([F:8])[cH:7]1.[OH:10][N+:11]([O-:12])=[O:13].[S:14](=[O:15])(=[O:16])([OH:17])[OH:18]>>[F:1][c:2]1[n:3][c:4]([F:9])[cH:5][c:6]([F:8])[c:7]1[N+:11](=[O:10])[O-:12]. Starting materials: CS(C)=O, CC(C)(C)OC(=O)Nc1sc(-c2ccccc2F)nc1C(=O)Nc1cnn(C2CCNCC2)c1. Yields the product Nc1sc(-c2ccccc2F)nc1C(=O)Nc1cnn(C2CCNCC2)c1. RXN SMILES: [CH3:35][S:36]([CH3:37])=[O:38].[F:1][c:2]1[c:3](-[c:8]2[s:9][c:10]([NH:27][C:28](=[O:29])[O:30][C:31]([CH3:32])([CH3:33])[CH3:34])[c:11]([C:13]([NH:14][c:15]3[cH:16][n:17][n:18]([CH:20]4[CH2:21][CH2:22][NH:23][CH2:24][CH2:25]4)[cH:19]3)=[O:26])[n:12]2)[cH:4][cH:5][cH:6][cH:7]1>>[F:1][c:2]1[c:3](-[c:8]2[s:9][c:10]([NH2:27])[c:11]([C:13]([NH:14][c:15]3[cH:16][n:17][n:18]([CH:20]4[CH2:21][CH2:22][NH:23][CH2:24][CH2:25]4)[cH:19]3)=[O:26])[n:12]2)[cH:4][cH:5][cH:6][cH:7]1. Starting materials: CC1=CC=C(C(C=O)=C1)O (5-methylsalicylaldehyde), C(CC(=O)O)(=O)O (malonic acid), N1=CC=CC=C1 (pyridine), NC1=CC=CC=C1 (aniline). Run in C(C)O (ethanol), O (water). Reaction conditions: temperature 40 celsius. Product: CC=1C=CC2=C(C=C(C(O2)=O)C(=O)O)C1 (6-methyl-2-oxo-2H-1-benzopyran-3-carboxylic acid). Reaction SMILES: [CH3:1][C:2]1[CH:9]=[C:6]([CH:7]=O)[C:5]([OH:10])=[CH:4][CH:3]=1.[C:11](O)(=[O:16])[CH2:12][C:13]([OH:15])=[O:14].N1C=CC=CC=1.NC1C=CC=CC=1>C(O)C.O>[CH3:1][C:2]1[CH:3]=[CH:4][C:5]2[O:10][C:11](=[O:16])[C:12]([C:13]([OH:15])=[O:14])=[CH:7][C:6]=2[CH:9]=1. Reported procedure: 2 g of 5-methylsalicylaldehyde (14.7 mmol), 3.06 g of malonic acid (29.4 mmol), 1.3 g of pyridine and 0.08 g of aniline are dissolved in a minimum amount of ethanol. The mixture is heated at 40° C. on a water bath for 6 h. Next, it is diluted with water, acidified and then extracted with ether. The solvent is removed by distillation under reduced pressure. The residue obtained is recrystallized from ethanol. Starting materials: [BH4-].[BH4-].[BH4-].[BH4-].[Na+].[Na+].[Na+].[Na+] (sodium tetraborohydride), O1CCCC2=C1C=CC(=C2)C=2C(=C(SC2C)C)C(C(=O)OCC)=O (ethyl 2-[4-(3,4-dihydro-2H-1-benzopyran-6-yl)-2,5-dimethyl thiophen-3-yl]-2-oxoacetate), O (water). Run in CO (methanol). Run at time 1 hour. The product is O1CCCC2=C1C=CC(=C2)C=2C(=C(SC2C)C)C(C(=O)OCC)O (ethyl 2-[4-(3,4-dihydro-2H-1-benzopyran-6-yl)-2,5-dimethyl thiophen-3-yl]-2-hydroxyacetate). Reaction SMILES: [BH4-].[BH4-].[BH4-].[BH4-].[Na+].[Na+].[Na+].[Na+].[O:9]1[C:14]2[CH:15]=[CH:16][C:17]([C:19]3[C:20]([C:26](=[O:32])[C:27]([O:29][CH2:30][CH3:31])=[O:28])=[C:21]([CH3:25])[S:22][C:23]=3[CH3:24])=[CH:18][C:13]=2[CH2:12][CH2:11][CH2:10]1.O>CO>[O:9]1[C:14]2[CH:15]=[CH:16][C:17]([C:19]3[C:20]([CH:26]([OH:32])[C:27]([O:29][CH2:30][CH3:31])=[O:28])=[C:21]([CH3:25])[S:22][C:23]=3[CH3:24])=[CH:18][C:13]=2[CH2:12][CH2:11][CH2:10]1 |f:0.1.2.3.4.5.6.7|. Procedure details: At 0° C., sodium tetraborohydride (10 mg, 0.26 mmol) was added to a solution of ethyl 2-[4-(3,4-dihydro-2H-1-benzopyran-6-yl)-2,5-dimethyl thiophen-3-yl]-2-oxoacetate (17d) (90 mg, 0.26 mmol) in methanol (5 mL). After 1 hour, water (5 mL) was added, the reaction mixture was concentrated in vacuo and the residue was diluted with ethyl acetate (10 mL). The organic layer was washed with water (10 mL), brine (10 mL), dried over sodium sulfate, filtered and evaporated under reduced pressure to afford...